Dataset: the Open Reaction Database (ORD), a public repository of structured organic reaction records. Task: describe an organic reaction: reactants, conditions, products, and yield The reactants are CC(C)=O, Cl, CC(C)(CCC#N)CC1OCCO1, O. The product is CC(C)(CC=O)CCC#N. Reaction SMILES: [CH3:14][C:15](=[O:16])[CH3:17].[ClH:18].[O:1]1[CH:2]([CH2:6][C:7]([CH2:8][CH2:9][C:10]#[N:11])([CH3:12])[CH3:13])[O:5][CH2:4][CH2:3]1.[OH2:19]>>[O:1]=[CH:2][CH2:6][C:7]([CH2:8][CH2:9][C:10]#[N:11])([CH3:12])[CH3:13].